This data is from the Open Reaction Database (ORD), a public repository of structured organic reaction records. The task is: describe an organic reaction: reactants, conditions, products, and yield Starting materials: C(C)(C)(C)OC(=O)NC(CN)COC(NCCCCCCCCCCCCCCCCCC)=O (2-tert-Butoxycarbonylamino-3-octadecylcarbamoyloxypropylamine), e4, ClCCCS(=O)(=O)NCC(CSCCCCCCCCCCCCCCCC)OC (3-(3-chloropropylsulfonylamino)-1-hexadecylthio-2-methoxypropane). The product is C(C)(C)(C)OC(=O)NC(CSCCCCCCCCCCCCCCCC)CNS(=O)(=O)CCCCl (2-tert-butoxycarbonylamino-3-(3-chloropropylsulfonylamino)-1-hexadecylthiopropane). Reaction SMILES: [C:1]([O:5][C:6]([NH:8]C(COC(=O)NCCCCCCCCCCCCCCCCCC)CN)=[O:7])([CH3:4])([CH3:3])[CH3:2].[Cl:35][CH2:36][CH2:37][CH2:38][S:39]([NH:42][CH2:43][CH:44](OC)[CH2:45][S:46][CH2:47][CH2:48][CH2:49][CH2:50][CH2:51][CH2:52][CH2:53][CH2:54][CH2:55][CH2:56][CH2:57][CH2:58][CH2:59][CH2:60][CH2:61][CH3:62])(=[O:41])=[O:40]>>[C:1]([O:5][C:6]([NH:8][CH:44]([CH2:43][NH:42][S:39]([CH2:38][CH2:37][CH2:36][Cl:35])(=[O:40])=[O:41])[CH2:45][S:46][CH2:47][CH2:48][CH2:49][CH2:50][CH2:51][CH2:52][CH2:53][CH2:54][CH2:55][CH2:56][CH2:57][CH2:58][CH2:59][CH2:60][CH2:61][CH3:62])=[O:7])([CH3:4])([CH3:3])[CH3:2]. Reported procedure: 3-Hexadecylthio-2-tert-butoxycarbonylaminopropylamine IV e4 is allowed to react and worked up by the same procedure as described in (4). m.p. 100.5°-101.5° C. The summary of the experimental condition and the physical data of the product are listed in Table 7. Reactants: COC(=O)C(C)(C)N, O=C(O)c1cccc(C2CCCCC2)n1. The product is COC(=O)C(C)(C)NC(=O)c1cccc(C2CCCCC2)n1. Reaction SMILES: [CH3:16][O:17][C:18]([C:19]([NH2:20])([CH3:21])[CH3:22])=[O:23].[CH:1]1([c:7]2[cH:8][cH:9][cH:10][c:11]([C:13](=[O:14])[OH:15])[n:12]2)[CH2:2][CH2:3][CH2:4][CH2:5][CH2:6]1>>[CH:1]1([c:7]2[cH:8][cH:9][cH:10][c:11]([C:13](=[O:15])[NH:20][C:19]([C:18]([O:17][CH3:16])=[O:23])([CH3:21])[CH3:22])[n:12]2)[CH2:2][CH2:3][CH2:4][CH2:5][CH2:6]1. The reactants are Cl.NC1=CC2=C(NC(=NS2(=O)=O)C=2C(C(C3=CC=CC=C3C2O)(CCC)C)=O)C=C1 (3-(7-amino-1,1-dioxido-4H-1,2,4-benzothiadiazin-3-yl)-4-hydroxy-1-methyl-1-propylnaphthalen-2(1 H)-one hydrochloride), S(=O)(=O)(C)Cl (mesyl chloride), N1=CC=CC=C1 (pyridine). Run in CC(=O)C (acetone). Product: OC1=C(C(C(C2=CC=CC=C12)(CCC)C)=O)C1=NS(C2=C(N1)C=CC(=C2)NS(=O)(=O)C)(=O)=O (N-[3-(1-hydroxy-4-methyl-3-oxo-4-propyl-3,4-dihydronaphthalen-2-yl)-1,1-dioxido-4H-1,2,4-benzothiadiazin-7-yl]methanesulfonamide). The yield is 89.4%. As a reaction SMILES: Cl.[NH2:2][C:3]1[CH:30]=[CH:29][C:6]2[NH:7][C:8]([C:13]3[C:14](=[O:28])[C:15]([CH3:27])([CH2:24][CH2:25][CH3:26])[C:16]4[C:21]([C:22]=3[OH:23])=[CH:20][CH:19]=[CH:18][CH:17]=4)=[N:9][S:10](=[O:12])(=[O:11])[C:5]=2[CH:4]=1.[S:31](Cl)([CH3:34])(=[O:33])=[O:32].N1C=CC=CC=1>CC(C)=O>[OH:23][C:22]1[C:21]2[C:16](=[CH:17][CH:18]=[CH:19][CH:20]=2)[C:15]([CH3:27])([CH2:24][CH2:25][CH3:26])[C:14](=[O:28])[C:13]=1[C:8]1[NH:7][C:6]2[CH:29]=[CH:30][C:3]([NH:2][S:31]([CH3:34])(=[O:33])=[O:32])=[CH:4][C:5]=2[S:10](=[O:12])(=[O:11])[N:9]=1 |f:0.1|. Procedure details: A solution of Example 32B (0.050 g, 0.112 mmol), mesyl chloride (0.035 mL, 0.447 mmol), and pyridine (0.073 mL, 0.893 mmol) in acetone (1.5 mL) was stirred at 25° C. for 18 hours. The solution was partitioned between ethyl acetate and dilute citric acid and the layers were separated. The ethyl acetate layer was dried with sodium sulfate, filtered, and concentrated in vacuo. The residue was chromatographed on silica gel eluting with methylene chloride and 2.5% methanol in methylene chloride to gi... Reactants: O=C1OC(Br)c2ccccc21, O=C([O-])[O-], C=O, COc1ccccc1OCC(=O)O, CN(C)C=O, CC1(C)SC2C(NC(=O)C(N)c3ccccc3)C(=O)N2C1C(=O)O, [K+], [K+], [Na+], [OH-], O. Yields the product COc1ccccc1OCC(=O)[O-], CC1(C)SC2C(NC(=O)C(N)c3ccccc3)C(=O)N2C1C(=O)OC1OC(=O)c2ccccc21. RXN SMILES: [Br:33][CH:34]1[O:35][C:36](=[O:37])[c:38]2[cH:39][cH:40][cH:41][cH:42][c:43]21.[C:27](=[O:28])([O-:29])[O-:30].[CH2:25]=[O:26].[CH3:44][O:45][c:46]1[c:47]([O:48][CH2:49][C:50](=[O:51])[OH:52])[cH:53][cH:54][cH:55][cH:56]1.[CH3:59][N:60]([CH3:61])[CH:62]=[O:63].[CH:1]12[S:2][C:3]([CH3:4])([CH3:5])[CH:6]([C:22]([OH:23])=[O:24])[N:7]1[C:8](=[O:9])[CH:10]2[NH:11][C:12](=[O:13])[CH:14]([NH2:15])[c:16]1[cH:17][cH:18][cH:19][cH:20][cH:21]1.[K+:31].[K+:32].[Na+:58].[OH-:57].[OH2:64]>>[CH3:44][O:45][c:46]1[c:47]([O:48][CH2:49][C:50](=[O:51])[O-:52])[cH:53][cH:54][cH:55][cH:56]1.[CH:1]12[S:2][C:3]([CH3:4])([CH3:5])[CH:6]([C:22]([O:23][CH:34]3[O:35][C:36](=[O:37])[c:38]4[cH:39][cH:40][cH:41][cH:42][c:43]43)=[O:24])[N:7]1[C:8](=[O:9])[CH:10]2[NH:11][C:12](=[O:13])[CH:14]([NH2:15])[c:16]1[cH:17][cH:18][cH:19][cH:20][cH:21]1. The reactants are FC=1C=C(C=O)C=C(C1)C(F)(F)F (3-Fluoro-5-(trifluoromethyl)benzaldehyde), [C@@H]1(CCCC2=CC=CC=C12)N ((1S)-1,2,3,4-tetrahydro-1-naphthalenylamine). Yields the product FC=1C=C(CN[C@H]2CCCC3=CC=CC=C23)C=C(C1)C(F)(F)F (N-[3-fluoro-5-(trifluoromethyl)benzyl]-N-[(1S)-1,2,3,4-tetrahydro-1-naphthalenyl]amine). Reaction SMILES: [F:1][C:2]1[CH:3]=[C:4]([CH:7]=[C:8]([C:10]([F:13])([F:12])[F:11])[CH:9]=1)[CH:5]=O.[C@@H:14]1([NH2:24])[C:23]2[C:18](=[CH:19][CH:20]=[CH:21][CH:22]=2)[CH2:17][CH2:16][CH2:15]1>>[F:1][C:2]1[CH:3]=[C:4]([CH:7]=[C:8]([C:10]([F:13])([F:12])[F:11])[CH:9]=1)[CH2:5][NH:24][C@@H:14]1[C:23]2[C:18](=[CH:19][CH:20]=[CH:21][CH:22]=2)[CH2:17][CH2:16][CH2:15]1. Procedure: 3-Fluoro-5-(trifluoromethyl)benzaldehyde and (1S)-1,2,3,4-tetrahydro-1-naphthalenylamine were processed as described in Example 1A to provide the title compound. The reactants are C1(=CC=C(C=C1)OCCCCCCN1C(C=2C(C1=O)=CC=CC2)=O)C2=CC=CC=C2 (N-[6-(4-biphenyloxy)hexyl]phthalimide), O.NN (hydrazine hydrate). Solvent: C(C)O (ethanol). The product is N (ammonia), C1(=CC=C(C=C1)OCCCCCCN)C1=CC=CC=C1 (6-(4-biphenyloxy)-1-aminohexane). RXN SMILES: [C:1]1([C:25]2[CH:30]=[CH:29][CH:28]=[CH:27][CH:26]=2)[CH:6]=[CH:5][C:4]([O:7][CH2:8][CH2:9][CH2:10][CH2:11][CH2:12][CH2:13][N:14]2C(=O)C3=CC=CC=C3C2=O)=[CH:3][CH:2]=1.O.NN>C(O)C>[NH3:14].[C:1]1([C:25]2[CH:26]=[CH:27][CH:28]=[CH:29][CH:30]=2)[CH:2]=[CH:3][C:4]([O:7][CH2:8][CH2:9][CH2:10][CH2:11][CH2:12][CH2:13][NH2:14])=[CH:5][CH:6]=1 |f:1.2|. Procedure: A mixture of N-[6-(4-biphenyloxy)hexyl]phthalimide (17 g), ethanol (500 ml) and hydrazine hydrate (10 ml) was heated at reflux for 16 hours, cooled to room temperature, filtered, and evaporated to dryness. The remaining material was stirred with dichloromethane (500 ml), filtered and evaporated to dryness. The crude product was chromatographed on silica gel, eluting with 95:5 dichloromethane:methanolic ammonia, yielding 6-(4-biphenyloxy)-1-aminohexane as an oil, which was converted to the hydroc... Starting materials: O=S(=O)([O-])C1CC(C(COCc2ccccc2)COCc2ccccc2)C1, CCN(C(C)C)C(C)C, ClCCl, [K+], O=P(Cl)(Cl)Cl. Yields the product O=S(=O)(Cl)C1CC(C(COCc2ccccc2)COCc2ccccc2)C1. RXN SMILES: [CH2:1]([c:2]1[cH:3][cH:4][cH:5][cH:6][cH:7]1)[O:8][CH2:9][CH:10]([CH2:11][O:12][CH2:13][c:14]1[cH:15][cH:16][cH:17][cH:18][cH:19]1)[CH:20]1[CH2:21][CH:22]([S:24](=[O:25])(=[O:26])[O-:27])[CH2:23]1.[CH:34]([N:35]([CH:36]([CH3:37])[CH3:38])[CH2:39][CH3:40])([CH3:41])[CH3:42].[Cl:43][CH2:44][Cl:45].[K+:28].[P:29]([Cl:30])([Cl:31])([Cl:32])=[O:33]>>[CH2:1]([c:2]1[cH:3][cH:4][cH:5][cH:6][cH:7]1)[O:8][CH2:9][CH:10]([CH2:11][O:12][CH2:13][c:14]1[cH:15][cH:16][cH:17][cH:18][cH:19]1)[CH:20]1[CH2:21][CH:22]([S:24](=[O:25])(=[O:27])[Cl:31])[CH2:23]1. Reactants: C(C)(=O)OCC (ethyl acetate), [OH-].[Li+] (lithium hydroxide), FC=1C=C(C(CCNC2=C(NC3=CC(=CC=C23)Cl)C(=O)OC)=O)C=CC1F (3-[(3,4-difluorophenacyl)methylamino]-2-carbmethoxy-6-chloroindole), CO (methanol). Run in O (water), O1CCCC1 (tetrahydrofuran), O (water). Product: FC=1C=C(C(CCNC2=C(NC3=CC(=CC=C23)Cl)C(=O)O)=O)C=CC1F (3-[(3,4-difluorophenacyl)methylamino]-2-carboxy-6-chloroindole). Isolated yield 79.2%. RXN SMILES: [F:1][C:2]1[CH:3]=[C:4]([CH:24]=[CH:25][C:26]=1[F:27])[C:5](=[O:23])[CH2:6][CH2:7][NH:8][C:9]1[C:17]2[C:12](=[CH:13][C:14]([Cl:18])=[CH:15][CH:16]=2)[NH:11][C:10]=1[C:19]([O:21]C)=[O:20].[OH-].[Li+].CO.C(OCC)(=O)C>O1CCCC1.O>[F:1][C:2]1[CH:3]=[C:4]([CH:24]=[CH:25][C:26]=1[F:27])[C:5](=[O:23])[CH2:6][CH2:7][NH:8][C:9]1[C:17]2[C:12](=[CH:13][C:14]([Cl:18])=[CH:15][CH:16]=2)[NH:11][C:10]=1[C:19]([OH:21])=[O:20] |f:1.2|. Procedure details: Dissolve 3-[(3,4-difluorophenacyl)methylamino]-2-carbmethoxy-6-chloroindole 650 mg, 1.7 mmol) in tetrahydrofuran (10 mL) and water (10 mL). Add lithium hydroxide (227 mg, 5.4 mmol). Add methanol dropwise until an homogeneous solution forms. Stir the reaction at room temperature overnight. Dilute the reaction with water(10 mL) and ethyl acetate (25 mL). Acidify with 1N HCl and separate the layers. Dry the organic phase over magnesium sulfate, filter and concentrate 50% with heat. Reconstitute wit... The reactants are BrC(Br)(Br)Br, O=[N+]([O-])c1ccc(CCO)c(Cl)c1, ClCCl, c1ccc(P(c2ccccc2)c2ccccc2)cc1. Product: O=[N+]([O-])c1ccc(CCBr)c(Cl)c1. As a reaction SMILES: [C:14]([Br:15])([Br:16])([Br:17])[Br:18].[Cl:1][c:2]1[c:3]([CH2:4][CH2:5][OH:6])[cH:7][cH:8][c:9]([N+:11](=[O:12])[O-:13])[cH:10]1.[Cl:38][CH2:39][Cl:40].[c:19]1([P:20]([c:21]2[cH:22][cH:23][cH:24][cH:25][cH:26]2)[c:27]2[cH:28][cH:29][cH:30][cH:31][cH:32]2)[cH:33][cH:34][cH:35][cH:36][cH:37]1>>[Cl:1][c:2]1[c:3]([CH2:4][CH2:5][Br:15])[cH:7][cH:8][c:9]([N+:11](=[O:12])[O-:13])[cH:10]1. Reactants: COC(OC)c1ccc(-c2nc(-c3ccc(OC(C)C)c(Br)c3)no2)cc1, N#C[Cu], c1ccncc1. The product is COC(OC)c1ccc(-c2nc(-c3ccc(OC(C)C)c(C#N)c3)no2)cc1. As a reaction SMILES: [Br:1][c:2]1[cH:3][c:4](-[c:12]2[n:13][o:14][c:15](-[c:17]3[cH:18][cH:19][c:20]([CH:23]([O:24][CH3:25])[O:26][CH3:27])[cH:21][cH:22]3)[n:16]2)[cH:5][cH:6][c:7]1[O:8][CH:9]([CH3:10])[CH3:11].[Cu:28][C:29]#[N:30].[cH:31]1[cH:32][cH:33][n:34][cH:35][cH:36]1>>[c:2]1([C:29]#[N:30])[cH:3][c:4](-[c:12]2[n:13][o:14][c:15](-[c:17]3[cH:18][cH:19][c:20]([CH:23]([O:24][CH3:25])[O:26][CH3:27])[cH:21][cH:22]3)[n:16]2)[cH:5][cH:6][c:7]1[O:8][CH:9]([CH3:10])[CH3:11].